From a dataset of the Open Reaction Database (ORD), a public repository of structured organic reaction records. describe an organic reaction: reactants, conditions, products, and yield Yield: 70.0%. Run in CO.O (MeOH H2O). Reactants: IC1=C(C(=O)OC)C=CC=C1 (methyl 2-iodobenzoate), BrC=1C=C(C(C(=O)O)=CC1)N (4-bromoanthranilic acid). Reported procedure: Reaction of methyl 2-iodobenzoate and 4-bromoanthranilic acid by the reported method [Rewcastle and Denny, Synth. Comm, 1987, 17, 309] gave 4-bromo-2-[(2-methoxycarbonyl-phenyl)amino]benzoic acid (70%), mp (MeOH/H2O) 218-219.5° C. 1H NMR [(CD3)2SO] δ 3.85 (s, 3 H, COOCH3), 7.08-7.12 (m, 2 H, 2×ArH), 7.50 (d, J=1.9 Hz, 1 H, H-3), 7.57 (d, J=3.8 Hz, 3 H, 2×ArH), 7.84 (d, J=8.4 Hz, 1 H, ArH), 7.93 (d, J=7.7 Hz, 1 H, ArH), 10.80 (s, 1 H, NH), 13.33 (br s, 1 H, COOH). Anal. (C15H12BrNO4) C, H, N. The product is BrC1=CC(=C(C(=O)O)C=C1)NC1=C(C=CC=C1)C(=O)OC (4-bromo-2-[(2-methoxycarbonyl-phenyl)amino]benzoic acid). Reaction SMILES: I[C:2]1[CH:11]=[CH:10][CH:9]=[CH:8][C:3]=1[C:4]([O:6][CH3:7])=[O:5].[Br:12][C:13]1[CH:14]=[C:15]([NH2:22])[C:16](=[CH:20][CH:21]=1)[C:17]([OH:19])=[O:18]>CO.O>[Br:12][C:13]1[CH:21]=[CH:20][C:16]([C:17]([OH:19])=[O:18])=[C:15]([NH:22][C:2]2[CH:11]=[CH:10][CH:9]=[CH:8][C:3]=2[C:4]([O:6][CH3:7])=[O:5])[CH:14]=1 |f:2.3|. The reactants are O (Water), Cl.NC(CC1=CC=C(OC2=CC=C(C=C3C(NC(S3)=O)=O)C=C2)C=C1)C(=O)OC (5-[4-(4-(2-amino-2-methoxycarbonylethyl)phenoxy)benzylidene]thiazolidin-2,4-dione hydrochloride), 2-N-t-butoxy-carbonylamino-4-imidazole propionic acid, CN(C=O)C (N,N-dimethylformamide), C1(CCCCC1)N=C=NC1CCCCC1 (N,N′-Dicyclohexylcarbodiimide). Run at time 12 hour. The product is Cl.Cl.NC(C(=O)NC(CC1=CC=C(OC2=CC=C(CC3C(NC(S3)=O)=O)C=C2)C=C1)C(=O)OC)CC=1N=CNC1 (5-[4-(4-(2-(2-amino-3-imidazol-4-ylpropanamido)-2-methoxycarbonylethyl)phenoxy)benzyl]thiazolidin-2,4-dione dihydrochloride). Isolated yield 51.0%. As a reaction SMILES: [ClH:1].[NH2:2][CH:3]([C:26]([O:28][CH3:29])=[O:27])[CH2:4][C:5]1[CH:25]=[CH:24][C:8]([O:9][C:10]2[CH:23]=[CH:22][C:13]([CH:14]=[C:15]3[S:19][C:18](=[O:20])[NH:17][C:16]3=[O:21])=[CH:12][CH:11]=2)=[CH:7][CH:6]=1.C1([N:36]=[C:37]=[N:38][CH:39]2[CH2:44][CH2:43][CH2:42]C[CH2:40]2)CCCCC1.[OH2:45].C[N:47](C)C=O>>[ClH:1].[ClH:1].[NH2:47][CH:43]([CH2:44][C:39]1[N:38]=[CH:37][NH:36][CH:40]=1)[C:42]([NH:2][CH:3]([C:26]([O:28][CH3:29])=[O:27])[CH2:4][C:5]1[CH:25]=[CH:24][C:8]([O:9][C:10]2[CH:23]=[CH:22][C:13]([CH2:14][CH:15]3[S:19][C:18](=[O:20])[NH:17][C:16]3=[O:21])=[CH:12][CH:11]=2)=[CH:7][CH:6]=1)=[O:45] |f:0.1,5.6.7|. Procedure details: A solution of 5-[4-(4-(2-amino-2-methoxycarbonylethyl)phenoxy)benzylidene]thiazolidin-2,4-dione hydrochloride (6 g, 13.7 mmol) and 2-N-t-butoxy-carbonylamino-4-imidazole propionic acid (5.2 g, 20.3 mmol) in N,N-dimethylformamide (200 ml) was stirred for 1 h at −10° C. N,N′-Dicyclohexylcarbodiimide (4.5 g, 21.8 mmol) was added to this solution and stirring was continued for 12 h at ambient temperature. Water (1800 ml) was added to the reaction mixture, stirred for 20 minutes and extracted with et... Run in ClC1=CC=CC=C1 (monochlorobenzene). As a reaction SMILES: [C:1]1([NH:7][C:8]2[CH:13]=[CH:12][CH:11]=[CH:10][CH:9]=2)[CH:6]=[CH:5][CH:4]=[CH:3][CH:2]=1.[C:14](Cl)([Cl:16])=[O:15]>ClC1C=CC=CC=1>[C:8]1([N:7]([C:1]2[CH:2]=[CH:3][CH:4]=[CH:5][CH:6]=2)[C:14]([Cl:16])=[O:15])[CH:9]=[CH:10][CH:11]=[CH:12][CH:13]=1. The product is C1(=CC=CC=C1)N(C(=O)Cl)C1=CC=CC=C1 (diphenylcarbamyl chloride). Starting materials: C1(=CC=CC=C1)NC1=CC=CC=C1 (diphenylamine), C(=O)(Cl)Cl (phosgene). Procedure: By way of illustration, one mole of diphenylamine is reacted with a 10% molar excess of phosgene in a suitable solvent such as monochlorobenzene, to yield diphenylcarbamyl chloride. The carbamyl chloride thus produced is reacted further with n-propyl amine in stoichiometric amounts, in the presence of a mole of caustic soda. Diphenyl propyl urea (DPPU) is formed in essentially stoichiometric amounts. The DPPU formed may be either separated from the solvent or, if desired, supplied as a solution ... Starting materials: [H-].[Na+] (sodium hydride), O1CCCC1 (tetrahydrofuran), C(CCC)[Sn](CI)(CCCC)CCCC (tributyl-iodomethyl-tin), O1CCCC1 (tetrahydrofuran), CN(CCO)C (2-dimethylaminoethanol). Run in C(C)(=O)OCC (ethyl acetate), O (water), CN(C=O)C (N,N-dimethylformamide). Run at time 30 minute. The product is CN(CCOC[Sn](CCCC)(CCCC)CCCC)C (N,N-dimethyl-2-[(tri-n-butylstannyl)methoxy]ethanamine). Yield: 93.5%. RXN SMILES: [H-].[Na+].O1CCCC1.[CH3:8][N:9]([CH3:13])[CH2:10][CH2:11][OH:12].[CH2:14]([Sn:18]([CH2:25][CH2:26][CH2:27][CH3:28])([CH2:21][CH2:22][CH2:23][CH3:24])[CH2:19]I)[CH2:15][CH2:16][CH3:17]>C(OCC)(=O)C.O.CN(C)C=O>[CH3:8][N:9]([CH3:13])[CH2:10][CH2:11][O:12][CH2:19][Sn:18]([CH2:14][CH2:15][CH2:16][CH3:17])([CH2:25][CH2:26][CH2:27][CH3:28])[CH2:21][CH2:22][CH2:23][CH3:24] |f:0.1|. Procedure: To a mixture of sodium hydride (60%, 278 mg, 7.0 mmol) and tetrahydrofuran (20 ml) was added 2-dimethylaminoethanol (0.70 ml, 7.0 mmol) at 0° C. (external temperature). Then, the reaction mixture was stirred at room temperature for 30 minutes. To the reaction mixture was added dropwise a mixture of tributyl-iodomethyl-tin (2.0 g, 4.6 mmol) and tetrahydrofuran (5 ml)-N,N-dimethylformamide (20 ml) at 0° C. (external temperature). Then, the reaction mixture was stirred at room temperature for 1 hou...